describe an organic reaction: reactants, conditions, products, and yield From a dataset of the Open Reaction Database (ORD), a public repository of structured organic reaction records. Starting materials: FC1=C(CN2N=NC(=C2)C(=O)O)C(=CC=C1)F (1-(2,6-difluorobenzyl)-1H-1,2,3-triazole-4-carboxylic acid), S(=O)(Cl)Cl (thionyl chloride), N (ammonia). Conditions: temperature 80 celsius. Yields the product C=1C=C(C(=C(C1)F)CN2C=C(N=N2)C(=O)N)F (Rufinamide). Reaction SMILES: [F:1][C:2]1[CH:16]=[CH:15][CH:14]=[C:13]([F:17])[C:3]=1[CH2:4][N:5]1[CH:9]=[C:8]([C:10](O)=[O:11])[N:7]=[N:6]1.S(Cl)(Cl)=O.[NH3:22]>>[CH:15]1[CH:14]=[C:13]([F:17])[C:3]([CH2:4][N:5]2[N:6]=[N:7][C:8]([C:10]([NH2:22])=[O:11])=[CH:9]2)=[C:2]([F:1])[CH:16]=1. Procedure: A mixture of 1-(2,6-difluorobenzyl)-1H-1,2,3-triazole-4-carboxylic acid (25 gms) and thionyl chloride (63.5 gms) were stirred at 80° C. and maintained for 3 hours. The reaction mass was cooled to 50° C. and excess thionyl chloride was distilled off. To this reaction mass toluene (25 ml) was charged twice and it was distilled off under vacuum it was followed by addition of toulene (175 ml) to get clear solution. Aqueous ammonia (100 ml) charged into reaction mass at room temperature and maintaine... Reactants: C(C)(C)(C)OC(=O)N1CCN(CC1)CC1=CC=C(C=C1)[C@H]1COC=2C(=NC=CC2)O1 (4-[(S)-4-(2,3-dihydro-[1,4]dioxino[2,3-b]pyridin-3-yl)-benzyl]-piperazine-1-carboxylic acid tert-butyl ester), O=S1(CC(CC1)NC)=O ((1,1-dioxo-tetrahydro-1lambda-6-thiophen-3-yl)-methyl-amine). The product is O1C[C@@H](OC2=NC=CC=C21)C2=CC=C(CN(C)C1CS(CC1)(=O)=O)C=C2 ([(S)-4-(2,3-Dihydro-[1,4]dioxino[2,3-b]pyridin-3-yl)-benzyl]-(1,1-dioxo-tetrahydro-1lambda-6-thiophen-3-yl)-methyl-amine). As a reaction SMILES: C(OC(N1[CH2:13][CH2:12][N:11]([CH2:14][C:15]2[CH:20]=[CH:19][C:18]([C@@H:21]3[O:30][C:25]4=[N:26][CH:27]=[CH:28][CH:29]=[C:24]4[O:23][CH2:22]3)=[CH:17][CH:16]=2)[CH2:10]C1)=O)(C)(C)C.[O:31]=[S:32]1(=[O:39])CC[CH:34](NC)[CH2:33]1>>[O:23]1[C:24]2[C:25](=[N:26][CH:27]=[CH:28][CH:29]=2)[O:30][C@@H:21]([C:18]2[CH:19]=[CH:20][C:15]([CH2:14][N:11]([CH:12]3[CH2:34][CH2:33][S:32](=[O:39])(=[O:31])[CH2:13]3)[CH3:10])=[CH:16][CH:17]=2)[CH2:22]1. Procedure: Compound 280 is synthesized from Intermediate C and (1,1-dioxo-tetrahydro-1lambda-6-thiophen-3-yl)-methyl-amine according to General Method N. (LC/MS method 16: ES+ m/z 375.4 [M+H]+, Rt=2.66 min) As a reaction SMILES: C(OC([NH:8][CH2:9][CH2:10][N:11]([CH2:13][C:14]1[C:15]([C:25]2[CH:26]=[C:27]3[C:31](=[CH:32][CH:33]=2)[N:30](C(OC(C)(C)C)=O)[N:29]=[CH:28]3)=[N:16][N:17](C2CCCCO2)[CH:18]=1)[CH3:12])=O)(C)(C)C.O.CC#N>O1CCCC1.Cl>[NH2:8][CH2:9][CH2:10][N:11]([CH2:13][C:14]1[C:15]([C:25]2[CH:26]=[C:27]3[C:31](=[CH:32][CH:33]=2)[NH:30][N:29]=[CH:28]3)=[N:16][NH:17][CH:18]=1)[CH3:12]. Product: NCCN(C)CC=1C(=NNC1)C=1C=C2C=NNC2=CC1 ((2-aminoethyl)([[3-(1H-indazol-5-yl)-1H-pyrazol-4-yl]methyl])methylamine). Conditions: time 1 minute. Procedure details: A solution of (R/S) tert-butyl 5-(4-(((2-(tert-butoxycarbonylamino)ethyl)(methyl)amino)methyl)-1-(tetrahydro-2H-pyran-2-yl)-1H-pyrazol-3-yl)-1H-indazole-1-carboxylate (50 mg, 0.09 mmol, 1.00 equiv) in tetrahydrofuran (10 mL) and 12N hydrochloric acid (2 mL) was stirred overnight at 25° C. The resulting mixture was concentrated under vacuum to remove most of the THF. The pH value of the solution was adjusted to 9 with 10% sodium carbonate solution. The resulting mixture was concentrated under vac... Reactants: O (water), NH4HCO3, CC#N (CH3CN), CC#N (CH3CN), C(C)(C)(C)OC(=O)NCCN(C)CC=1C(=NN(C1)C1OCCCC1)C=1C=C2C=NN(C2=CC1)C(=O)OC(C)(C)C ((R/S) tert-butyl 5-(4-(((2-(tert-butoxycarbonylamino)ethyl)(methyl)amino)methyl)-1-(tetrahydro-2H-pyran-2-yl)-1H-pyrazol-3-yl)-1H-indazole-1-carboxylate). The solvent is O1CCCC1 (tetrahydrofuran), Cl (hydrochloric acid). The yield is 28.8%. The reactants are [OH-].[Na+] (NaOH), CC(C)C[AlH]CC(C)C (DIBAL-H), solution, CC(C)C[AlH]CC(C)C (DIBAL-H), solution, N#N (N2), ice, C(C)OC(CC1C(CN(CC1)C(=O)OC(C)(C)C)F)=O (tert-butyl 4-(2-ethoxy-2-oxoethyl)-3-fluoropiperidine-1-carboxylate). The solvent is C1(=CC=CC=C1)C (toluene), C1(=CC=CC=C1)C (toluene), O (Water), C1CCOC1 (THF). Run at time 2 hour. The product is F[C@@H]1CN(CC[C@@H]1CCO)C(=O)OC(C)(C)C (cis-tert-Butyl 3-fluoro-4-(2-hydroxyethyl)piperidine-1-carboxylate). Reaction SMILES: N#N.C([O:5][C:6](=O)[CH2:7][CH:8]1[CH2:13][CH2:12][N:11]([C:14]([O:16][C:17]([CH3:20])([CH3:19])[CH3:18])=[O:15])[CH2:10][CH:9]1[F:21])C.CC(C[AlH]CC(C)C)C.[OH-].[Na+]>C1COCC1.C1(C)C=CC=CC=1.O>[F:21][C@H:9]1[C@@H:8]([CH2:7][CH2:6][OH:5])[CH2:13][CH2:12][N:11]([C:14]([O:16][C:17]([CH3:20])([CH3:19])[CH3:18])=[O:15])[CH2:10]1 |f:3.4|. Reported procedure: In a flame dried round-bottomed flask equipped with a magnetic stir bar and under inert atmosphere (N2), to an ice-cold solution of tert-butyl 4-(2-ethoxy-2-oxoethyl)-3-fluoropiperidine-1-carboxylate (348 mg, 1.20 mmol) in dry THF (9 mL) was added DIBAL-H (2.41 mL of a 1M solution in toluene, 2.41 mmol). The reaction mixture was stirred at rt for 2 h. DIBAL-H (0.60 mL of a 1M solution in toluene, 0.60 mmol) was added again and the reaction mixture further stirred at rt for 1 h before being coole... Starting materials: NC=C(C(=O)OCC)C(=O)OCC (diethyl aminomethylenemalonate), COC(C)(CC1=CC=CC=C1)OC (phenylacetone dimethylketal), C1(=CC=CC=C1)OC1=CC=CC=C1 (diphenyl ether). Solvent: O (H2O). Product: CC=1N=CC(C(=O)OCC)C(C1C1=CC=CC=C1)=O (ethyl 6-methyl-5-phenyl-4-oxonicotinate). RXN SMILES: [NH2:1][CH:2]=[C:3]([C:9]([O:11][CH2:12][CH3:13])=[O:10])[C:4]([O:6]CC)=O.CO[C:16](OC)([CH2:18][C:19]1[CH:24]=[CH:23][CH:22]=[CH:21][CH:20]=1)[CH3:17].C1(OC2C=CC=CC=2)C=CC=CC=1>O>[CH3:17][C:16]1[N:1]=[CH:2][CH:3]([C:4](=[O:6])[C:18]=1[C:19]1[CH:24]=[CH:23][CH:22]=[CH:21][CH:20]=1)[C:9]([O:11][CH2:12][CH3:13])=[O:10]. Procedure: 25 g. of diethyl aminomethylenemalonate, 18 g. of phenylacetone dimethylketal, 300 ml. of dry diphenyl ether and 1.0 g. of TSA.H2O were mixed and heated under a nitrogen atmosphere at 135°-145° C. for three hours. The mixture was then brought to reflux. After 30 minutes the solution was cooled and extracted with 200 ml. of 21/2% aqueous NaOH solution. The basic extracts were acidified yielding a precipitate of ethyl 6-methyl-5-phenyl-4-oxonicotinate. Recrystallization of this material from methy... Starting materials: Cc1nc2cc3c(c(C)c2o1)CCNCC3, Cc1ccc2c(-c3nnc(SCCCCCl)n3C)cccc2n1. The product is Cc1ccc2c(-c3nnc(SCCCCN4CCc5cc6nc(C)oc6c(C)c5CC4)n3C)cccc2n1, Cl. As a reaction SMILES: [CH3:1][c:2]1[o:3][c:4]2[c:5]([CH3:16])[c:6]3[c:7]([cH:13][c:14]2[n:15]1)[CH2:8][CH2:9][NH:10][CH2:11][CH2:12]3.[Cl:17][CH2:18][CH2:19][CH2:20][CH2:21][S:22][c:23]1[n:24]([CH3:39])[c:25](-[c:28]2[c:29]3[cH:30][cH:31][c:32]([CH3:38])[n:33][c:34]3[cH:35][cH:36][cH:37]2)[n:26][n:27]1>>[CH3:1][c:2]1[o:3][c:4]2[c:5]([CH3:16])[c:6]3[c:7]([cH:13][c:14]2[n:15]1)[CH2:8][CH2:9][N:10]([CH2:18][CH2:19][CH2:20][CH2:21][S:22][c:23]1[n:24]([CH3:39])[c:25](-[c:28]2[c:29]4[cH:30][cH:31][c:32]([CH3:38])[n:33][c:34]4[cH:35][cH:36][cH:37]2)[n:26][n:27]1)[CH2:11][CH2:12]3.[ClH:17]. The reactants are [Ca+2], [Cl-], [Cl-], O=[N+]([O-])c1ccc(O)cc1, O=C(O)C=Cc1c[nH]cn1, O=S(Cl)Cl. Product: O=C(C=Cc1c[nH]cn1)Oc1ccc([N+](=O)[O-])cc1. RXN SMILES: [Ca+2:26].[Cl-:25].[Cl-:27].[N+:5](=[O:6])([O-:7])[c:8]1[cH:9][cH:10][c:11]([OH:14])[cH:12][cH:13]1.[OH:15][C:16](=[O:17])[CH:18]=[CH:19][c:20]1[cH:21][nH:22][cH:23][n:24]1.[S:1]([Cl:2])([Cl:3])=[O:4]>>[N+:5](=[O:6])([O-:7])[c:8]1[cH:9][cH:10][c:11]([O:14][C:16](=[O:15])[CH:18]=[CH:19][c:20]2[cH:21][nH:22][cH:23][n:24]2)[cH:12][cH:13]1.